This data is from the Open Reaction Database (ORD), a public repository of structured organic reaction records. The task is: describe an organic reaction: reactants, conditions, products, and yield The reactants are CCC1(CC)CNCc2ccc(OC)cc21, CC(C)Oc1ccc(S(C)(=O)=O)cc1C(=O)O. Product: CCC1(CC)CN(C(=O)c2cc(S(C)(=O)=O)ccc2OC(C)C)Cc2ccc(OC)cc21. RXN SMILES: [CH2:1]([CH3:2])[C:3]1([CH2:15][CH3:16])[CH2:4][NH:5][CH2:6][c:7]2[cH:8][cH:9][c:10]([O:13][CH3:14])[cH:11][c:12]21.[CH:17]([CH3:18])([CH3:19])[O:20][c:21]1[c:22]([C:23](=[O:24])[OH:25])[cH:26][c:27]([S:30](=[O:31])(=[O:32])[CH3:33])[cH:28][cH:29]1>>[CH2:1]([CH3:2])[C:3]1([CH2:15][CH3:16])[CH2:4][N:5]([C:23]([c:22]2[c:21]([O:20][CH:17]([CH3:18])[CH3:19])[cH:29][cH:28][c:27]([S:30](=[O:31])(=[O:32])[CH3:33])[cH:26]2)=[O:24])[CH2:6][c:7]2[cH:8][cH:9][c:10]([O:13][CH3:14])[cH:11][c:12]21. Reactants: C1CCOC1, CC(=O)O, [Fe], O=[N+]([O-])c1ccc(N2CCCCC2)cn1, O. Yields the product Nc1ccc(N2CCCCC2)cn1. As a reaction SMILES: [CH2:21]1[O:22][CH2:23][CH2:24][CH2:25]1.[CH3:17][C:18](=[O:19])[OH:20].[Fe:26].[N+:1]([O-:2])(=[O:3])[c:4]1[cH:5][cH:6][c:7]([N:10]2[CH2:11][CH2:12][CH2:13][CH2:14][CH2:15]2)[cH:8][n:9]1.[OH2:16]>>[NH2:1][c:4]1[cH:5][cH:6][c:7]([N:10]2[CH2:11][CH2:12][CH2:13][CH2:14][CH2:15]2)[cH:8][n:9]1. Starting materials: C[C@@H]1N(CC[C@@H]1C(C)(C)O)[C@@H](C)C1=CC=CC=C1 (2-[(2S,3S)-2-methyl-1-[(1S)-1-phenylethyl]pyrrolidin-3-yl]propan-2-ol). Reagents/catalysts: [C].[Pd] (palladium-carbon). Solvent: CO (methanol). Run at time 60 hour. Product: OC(C)(C)[C@@H]1[C@@H](NCC1)C ((2S,3S)-3-(1-hydroxy-1-methylethyl)-2-methylpyrrolidine). Yield: 126.9%. As a reaction SMILES: [CH3:1][C@H:2]1[C@@H:6]([C:7]([OH:10])([CH3:9])[CH3:8])[CH2:5][CH2:4][N:3]1[C@H](C1C=CC=CC=1)C>[C].[Pd].CO>[OH:10][C:7]([C@H:6]1[CH2:5][CH2:4][NH:3][C@H:2]1[CH3:1])([CH3:9])[CH3:8] |f:1.2|. Reported procedure: A mixture of 2-[(2S,3S)-2-methyl-1-[(1S)-1-phenylethyl]pyrrolidin-3-yl]propan-2-ol (2.00 g) synthesized by a known method, 10% palladium-carbon (50% water-containing product, 172 mg) and methanol (30 ml) was stirred under a hydrogen atmosphere at room temperature for 60 hr. The catalyst was removed by filtration through celite, and the mother liquor was concentrated. The obtained oily substance was dissolved in methanol, oxalic acid dihydrate (510 mg) was added thereto, and the mixture was conce... Reactants: C(C)(C)(C)OC(=O)N1CCN(CC1)CCCOC1=CC=C(C=C1)C(=O)N1[C@H](C[C@H](C2=CC=CC=C12)N(C1=CC=C(C=C1)Cl)C(C)=O)C ((2S,4R)-4-[3-(4-{4-[Acetyl-(4-chloro-phenyl)-amino]-2-methyl-3,4-dihydro-2H-quinoline-1-carbonyl}-phenoxy)-propyl]-piperazine-1-carboxylic acid tert-butyl ester). The solvent is Cl (HCl), O1CCOCC1 (dioxane). Reaction conditions: time 2 hour. Yields the product ClC1=CC=C(C=C1)N(C(C)=O)[C@@H]1C[C@@H](N(C2=CC=CC=C12)C(C1=CC=C(C=C1)OCCCN1CCNCC1)=O)C ((2S,4R)-N-(4-Chloro-phenyl)-N-{2-methyl-1-[4-(3-piperazin-1-yl-propoxy)-benzoyl]-1,2,3,4-tetrahydro-quinolin-4-yl}-acetamide). Isolated yield 100.0%. Reaction SMILES: C(OC([N:8]1[CH2:13][CH2:12][N:11]([CH2:14][CH2:15][CH2:16][O:17][C:18]2[CH:23]=[CH:22][C:21]([C:24]([N:26]3[C:35]4[C:30](=[CH:31][CH:32]=[CH:33][CH:34]=4)[C@H:29]([N:36]([C:44](=[O:46])[CH3:45])[C:37]4[CH:42]=[CH:41][C:40]([Cl:43])=[CH:39][CH:38]=4)[CH2:28][C@@H:27]3[CH3:47])=[O:25])=[CH:20][CH:19]=2)[CH2:10][CH2:9]1)=O)(C)(C)C>Cl.O1CCOCC1>[Cl:43][C:40]1[CH:41]=[CH:42][C:37]([N:36]([C@H:29]2[C:30]3[C:35](=[CH:34][CH:33]=[CH:32][CH:31]=3)[N:26]([C:24](=[O:25])[C:21]3[CH:22]=[CH:23][C:18]([O:17][CH2:16][CH2:15][CH2:14][N:11]4[CH2:10][CH2:9][NH:8][CH2:13][CH2:12]4)=[CH:19][CH:20]=3)[C@@H:27]([CH3:47])[CH2:28]2)[C:44](=[O:46])[CH3:45])=[CH:38][CH:39]=1. Procedure: (2S,4R)-N-(4-Chloro-phenyl)-N-{2-methyl-1-[4-(3-piperazin-1-yl-propoxy)-benzoyl]-1,2,3,4-tetrahydro-quinolin-4-yl}-acetamide was prepared from (2S,4R)-4-[3-(4-{4-[acetyl(4-chloro-phenyl)-amino]-2-methyl-3,4-dihydro-2H-quinoline-1-carbonyl}-phenoxy)-propyl]-piperazine-1-carboxylic acid tert-butyl ester. (2S,4R)-N-(4-Chloro-phenyl)-N-[1-(4-hydroxy-benzoyl)-2-methyl-1,2,3,4-tetrahydro-quinolin-4-yl]-acetamide (0.40 g, 0.92 mmol) was dissolved in DMF at room temperature and K2CO3 (0.127 g, 0.921 mmo... Starting materials: O=[N+]([O-])[O-].[O-][N+]([O-])=O.[O-][N+]([O-])=O.[O-][N+]([O-])=O.[O-][N+]([O-])=O.[O-][N+]([O-])=O.[Ce+4].[NH4+].[NH4+] (CAN), COC1=C(C(=C(C2=C1CCC(CC2)CCOC2=CC=C(C=C2)CO)OC)OC)OC (4-[2-(1,2,3,4-tetramethoxy-6,7,8,9-tetrahydro-5H-benzo[a]cyclohepten-7-yl)ethoxy]phenylmethanol), N1=C(C=CC=C1C(=O)O)C(=O)O (2,6-pyridinedicarboxylic acid), C1CCOC1 (THF). Run in O (water), O (water), O (water). Conditions: time 15 minute. Yields the product OCC1=CC=C(OCCC2CCC3=C(CC2)C(C(=C(C3=O)OC)OC)=O)C=C1 (7-[2-[4-(Hydroxymethyl)phenoxy]ethyl]-2,3-dimethoxy-4,5,6,7,8,9-hexahydro-1H-benzo[a]cycloheptene-1,4-dione). The yield is 43.8%. Reaction SMILES: C[O:2][C:3]1[C:8]2[CH2:9][CH2:10][CH:11]([CH2:14][CH2:15][O:16][C:17]3[CH:22]=[CH:21][C:20]([CH2:23][OH:24])=[CH:19][CH:18]=3)[CH2:12][CH2:13][C:7]=2[C:6]([O:25]C)=[C:5]([O:27][CH3:28])[C:4]=1[O:29][CH3:30].N1C(C(O)=O)=CC=CC=1C(O)=O.C1COCC1.O=[N+]([O-])[O-].[O-][N+](=O)[O-].[O-][N+](=O)[O-].[O-][N+](=O)[O-].[O-][N+](=O)[O-].[O-][N+](=O)[O-].[Ce+4].[NH4+].[NH4+]>O>[OH:24][CH2:23][C:20]1[CH:19]=[CH:18][C:17]([O:16][CH2:15][CH2:14][CH:11]2[CH2:12][CH2:13][C:7]3[C:6](=[O:25])[C:5]([O:27][CH3:28])=[C:4]([O:29][CH3:30])[C:3](=[O:2])[C:8]=3[CH2:9][CH2:10]2)=[CH:22][CH:21]=1 |f:3.4.5.6.7.8.9.10.11|. Procedure: To a mixture of 4-[2-(1,2,3,4-tetramethoxy-6,7,8,9-tetrahydro-5H-benzo[a]cyclohepten-7-yl)ethoxy]phenylmethanol (261 mg), 2,6-pyridinedicarboxylic acid (314 mg), THF (6 ml), and water (3 ml) was dropwise added a solution of CAN (1.38 g) in water (3 ml) with cooling with ice. After the reaction mixture was stirred for 15 min, water was added to the reaction mixture, which was then extracted with ethyl acetate. The organic layer was washed with water and saturated aqueous sodium chloride and dried... The reactants are [N+](=O)([O-])C=1C=C(NC2=C(C(=O)NCC=C)C=CC=C2)C=CC1 (2-(m-nitroanilino)-N-allylbenzamide), O1CCCC1 (tetrahydrofuran), [H-].[Na+] (sodium hydride), C(=O)(Cl)Cl.C1(=CC=CC=C1)C (phosgene toluene). Solvent: O (water). Run at time 30 minute. Yields the product [N+](=O)([O-])C=1C=C(C=CC1)N1C(N(C(C2=CC=CC=C12)=O)CC=C)=O (1-(m-nitrophenyl)-3-allylquinazoline-2,4(1H, 3H)-dione). As a reaction SMILES: [N+:1]([C:4]1[CH:5]=[C:6]([CH:20]=[CH:21][CH:22]=1)[NH:7][C:8]1[CH:19]=[CH:18][CH:17]=[CH:16][C:9]=1[C:10]([NH:12][CH2:13][CH:14]=[CH2:15])=[O:11])([O-:3])=[O:2].[O:23]1CCC[CH2:24]1.[H-].[Na+].C(Cl)(Cl)=O.C1(C)C=CC=CC=1>O>[N+:1]([C:4]1[CH:5]=[C:6]([N:7]2[C:8]3[C:9](=[CH:16][CH:17]=[CH:18][CH:19]=3)[C:10](=[O:11])[N:12]([CH2:13][CH:14]=[CH2:15])[C:24]2=[O:23])[CH:20]=[CH:21][CH:22]=1)([O-:3])=[O:2] |f:2.3,4.5|. Reported procedure: To a solution of 3.0 g of 2-(m-nitroanilino)-N-allylbenzamide and 25 ml of tetrahydrofuran was added 1.1 g of 50 % sodium hydride, and the whole was stirred for 30 minutes at room temperature. To this was added dropwise under cooling 16 g of 30 % phosgene-toluene solution, and the mixture was stirred for one hour at room temperature and then refluxed for 2 hours. After the reaction was finished, the solvent was distilled off from the resulting mixture, and to the residue obtained was added water... Starting materials: O=C1CCC(=O)N1Br, C[Si](C)(C)[N-][Si](C)(C)C, [K+], C1CCOC1, CCOC(=O)c1csc(-c2cccnc2)n1. The product is CCOC(=O)c1nc(-c2cccnc2)sc1Br. As a reaction SMILES: [Br:27][N:28]1[C:29](=[O:30])[CH2:31][CH2:32][C:33]1=[O:34].[CH3:17][Si:18]([N-:19][Si:20]([CH3:21])([CH3:22])[CH3:23])([CH3:24])[CH3:25].[K+:26].[O:35]1[CH2:36][CH2:37][CH2:38][CH2:39]1.[n:1]1[cH:2][c:3](-[c:7]2[s:8][cH:9][c:10]([C:12](=[O:13])[O:14][CH2:15][CH3:16])[n:11]2)[cH:4][cH:5][cH:6]1>>[n:1]1[cH:2][c:3](-[c:7]2[s:8][c:9]([Br:27])[c:10]([C:12](=[O:13])[O:14][CH2:15][CH3:16])[n:11]2)[cH:4][cH:5][cH:6]1. Reactants: FC=1C=C(C=CC1[N+](=O)[O-])C(C(=O)O)CC(C)C (2-(3-Fluoro-4-nitro-phenyl)-4-methyl-pentanoic acid), CCO (EtOH), OS(=O)(=O)O (H2SO4). Yields the product C(C)OC(C(CC(C)C)C1=CC(=C(C=C1)[N+](=O)[O-])F)=O (2-(3-Fluoro-4-nitro-phenyl)-4-methyl-pentanoic acid ethyl ester). Isolated yield 97.0%. RXN SMILES: [F:1][C:2]1[CH:3]=[C:4]([CH:11]([CH2:15][CH:16]([CH3:18])[CH3:17])[C:12]([OH:14])=[O:13])[CH:5]=[CH:6][C:7]=1[N+:8]([O-:10])=[O:9].OS(O)(=O)=O.[CH3:24][CH2:25]O>>[CH2:24]([O:13][C:12](=[O:14])[CH:11]([C:4]1[CH:5]=[CH:6][C:7]([N+:8]([O-:10])=[O:9])=[C:2]([F:1])[CH:3]=1)[CH2:15][CH:16]([CH3:18])[CH3:17])[CH3:25]. Procedure: 2-(3-Fluoro-4-nitro-phenyl)-4-methyl-pentanoic acid (29.0 g, 0.12 mmol) was dissolved in EtOH (100 mL) and H2SO4 (96%, 5 mL) was added. The reaction mixture was refluxed for 3 h and the solvent evaporated. Water (100 mL) was added and the reaction mixture was extracted with EtOAc (3×100 mL). The combined organic phases were washed with saturated NaHCO3 solution (50 mL), water (100 mL) and brine (100 mL), and then dried over MgSO4. Evaporation of the solvent under reduced pressure gave a brown oi... Reactants: [Br-], [Mg+]C1CC1, [Cl-], O=C1CCc2cc(F)ccc21, [NH4+]. Product: OC1(C2CC2)CCc2cc(F)ccc21. RXN SMILES: [Br-:12].[CH:13]1([Mg+:16])[CH2:14][CH2:15]1.[Cl-:17].[F:1][c:2]1[cH:3][c:4]2[c:8]([cH:9][cH:10]1)[C:7](=[O:11])[CH2:6][CH2:5]2.[NH4+:18]>>[F:1][c:2]1[cH:3][c:4]2[c:8]([cH:9][cH:10]1)[C:7]([OH:11])([CH:13]1[CH2:14][CH2:15]1)[CH2:6][CH2:5]2. The product is COC(=O)c1nc(OC(Cc2cncn2C)c2ccc(F)cc2)ccc1CCc1ccc(F)cc1. As a reaction SMILES: [CH2:68]1[O:69][CH2:70][CH2:71][CH2:72]1.[CH3:33][n:34]1[cH:35][n:36][cH:37][c:38]1[CH2:39][CH:40]([OH:41])[c:42]1[cH:43][cH:44][c:45]([F:48])[cH:46][cH:47]1.[F:13][c:14]1[cH:15][cH:16][c:17]([CH2:18][CH2:19][c:20]2[c:21]([C:27](=[O:28])[O:29][CH3:30])[n:22][c:23]([OH:26])[cH:24][cH:25]2)[cH:31][cH:32]1.[O:1]=[C:2]([O:3][CH2:4][CH3:5])[N:6]=[N:7][C:8]([O:9][CH2:10][CH3:11])=[O:12].[c:49]1([P:50]([c:51]2[cH:52][cH:53][cH:54][cH:55][cH:56]2)[c:57]2[cH:58][cH:59][cH:60][cH:61][cH:62]2)[cH:63][cH:64][cH:65][cH:66][cH:67]1>>[F:13][c:14]1[cH:15][cH:16][c:17]([CH2:18][CH2:19][c:20]2[c:21]([C:27](=[O:28])[O:29][CH3:30])[n:22][c:23]([O:26][CH:40]([CH2:39][c:38]3[n:34]([CH3:33])[cH:35][n:36][cH:37]3)[c:42]3[cH:43][cH:44][c:45]([F:48])[cH:46][cH:47]3)[cH:24][cH:25]2)[cH:31][cH:32]1. Reactants: C1CCOC1, Cn1cncc1CC(O)c1ccc(F)cc1, COC(=O)c1nc(O)ccc1CCc1ccc(F)cc1, CCOC(=O)N=NC(=O)OCC, c1ccc(P(c2ccccc2)c2ccccc2)cc1.